Dataset: the Open Reaction Database (ORD), a public repository of structured organic reaction records. Task: describe an organic reaction: reactants, conditions, products, and yield Starting materials: C(C)(C)(C)OC(=O)C1N(CCC1)C(C(C)(C)NC(=O)OCC1=CC=CC=C1)=O (1-(2-Benzyloxycarbonylamino-2-methyl-propionyl)-pyrrolidine-2-carboxylic acid tert-butyl ester), CCN(C(C)C)C(C)C (DIEA), C(C1=CC=C(C=C1)OC)(=O)Cl (p-anisoyl chloride). The reagents and catalysts are [Pd] (Pd/C). Solvent: CO (MeOH), C(Cl)Cl (CH2Cl2). Run at time 2 hour. Yields the product C(C)(C)(C)OC(=O)C1N(CCC1)C(C(C)(C)NC(C1=CC=C(C=C1)OC)=O)=O (1-[2-(4-Methoxy-benzoylamino)-2-methyl-propionyl]-pyrrolidine-2-carboxylic acid tert-butyl ester). The yield is 65.5%. RXN SMILES: [C:1]([O:5][C:6]([CH:8]1[CH2:12][CH2:11][CH2:10][N:9]1[C:13](=[O:28])[C:14]([NH:17][C:18]([O:20]CC1C=CC=CC=1)=O)([CH3:16])[CH3:15])=[O:7])([CH3:4])([CH3:3])[CH3:2].CCN(C(C)C)C(C)C.C(Cl)(=O)[C:39]1[CH:44]=[CH:43][C:42]([O:45][CH3:46])=[CH:41][CH:40]=1>CO.C(Cl)Cl.[Pd]>[C:1]([O:5][C:6]([CH:8]1[CH2:12][CH2:11][CH2:10][N:9]1[C:13](=[O:28])[C:14]([NH:17][C:18](=[O:20])[C:39]1[CH:44]=[CH:43][C:42]([O:45][CH3:46])=[CH:41][CH:40]=1)([CH3:15])[CH3:16])=[O:7])([CH3:2])([CH3:3])[CH3:4]. Procedure: To solution of 49 (1.00 g, 2.56 mmol) in MeOH (20 ml) was added 10% Pd/C (200 mg) and the mixture was stirred under H2 for 2 hours. The mixture was filtered through 0.45 μm PTFE filter and the solvent removed in vacuo to yield a colorless oil. This oil was dissolved in CH2Cl2 (25 mL) and DIEA (660 μl, 3.79 mmol) and p-anisoyl chloride (480 mg, 2.8 mmol) were added. The solution was stirred at room temperature under N2 for 18 hours. The solvent was removed in vacuo and the oil dissolved in EtOAc....